This data is from the Open Reaction Database (ORD), a public repository of structured organic reaction records. The task is: describe an organic reaction: reactants, conditions, products, and yield The reactants are C(C1=CC=CC=C1)OC1=C(C=C(CNC2=NC(=NC(=C2Cl)C)C)C=C1)OC ((4-benzyloxy-3-methoxy-benzyl)(5-chloro-2,6-dimethylpyrimidin-4-yl)amine), Cl (hydrochloric acid). The solvent is C(C)O (ethanol). Yields the product ClC=1C(=NC(=NC1C)C)NCC1=CC(=C(C=C1)O)OC (4-[(5-Chloro-2,6-dimethylpyrimidin-4-ylamino)methyl]-2-methoxyphenol). Yield: 60.2%. As a reaction SMILES: C([O:8][C:9]1[CH:25]=[CH:24][C:12]([CH2:13][NH:14][C:15]2[C:20]([Cl:21])=[C:19]([CH3:22])[N:18]=[C:17]([CH3:23])[N:16]=2)=[CH:11][C:10]=1[O:26][CH3:27])C1C=CC=CC=1.Cl>C(O)C>[Cl:21][C:20]1[C:15]([NH:14][CH2:13][C:12]2[CH:24]=[CH:25][C:9]([OH:8])=[C:10]([O:26][CH3:27])[CH:11]=2)=[N:16][C:17]([CH3:23])=[N:18][C:19]=1[CH3:22]. Procedure: In analogy to the method described in example B1, 3.0 g (7.8 mmol) of (4-benzyloxy-3-methoxy-benzyl)(5-chloro-2,6-dimethylpyrimidin-4-yl)amine (from example A3) are reacted with 30 ml of 12.5N hydrochloric acid in 30 ml of ethanol. Extraction with ethyl acetate at a pH of 8 gives, after concentration, a solid residue which is chromatographed on silica gel (mobile phase: toluene/dioxane=5:1). Crystallization with toluene gives 1.38 g (60%) of the title compound as a beige crystallizate. m.p.: 179... The reactants are BrB(Br)Br, COc1cccc(OCCN(C)C)c1. Yields the product CN(C)CCOc1cccc(O)c1. RXN SMILES: [B:15]([Br:16])([Br:17])[Br:18].[CH3:1][N:2]([CH2:3][CH2:4][O:5][c:6]1[cH:7][c:8]([O:12][CH3:13])[cH:9][cH:10][cH:11]1)[CH3:14]>>[CH3:1][N:2]([CH2:3][CH2:4][O:5][c:6]1[cH:7][c:8]([OH:12])[cH:9][cH:10][cH:11]1)[CH3:14]. The reactants are BrC1=CC=C(C=C1)C1CC(=NN1C1=C(C=C(C=C1)Cl)Cl)C(=O)Cl (5-(4-bromophenyl)-1-(2,4-dichlorophenyl)-4,5-dihydro-pyrazole-3-carboxylic acid chloride), N1(CCCCCC1)N (azepan-1-amine). Yields the product N1(CCCCCC1)NC(=O)C1=NN(C(C1)C1=CC=C(C=C1)Br)C1=C(C=C(C=C1)Cl)Cl (5-(4-Bromo-phenyl)-1-(2,4-dichloro-phenyl)-4,5-dihydro-1H-pyrazole-3-carboxylic acid azepan-1-ylamide). Reaction SMILES: [Br:1][C:2]1[CH:7]=[CH:6][C:5]([CH:8]2[N:12]([C:13]3[CH:18]=[CH:17][C:16]([Cl:19])=[CH:15][C:14]=3[Cl:20])[N:11]=[C:10]([C:21](Cl)=[O:22])[CH2:9]2)=[CH:4][CH:3]=1.[N:24]1([NH2:31])[CH2:30][CH2:29][CH2:28][CH2:27][CH2:26][CH2:25]1>>[N:24]1([NH:31][C:21]([C:10]2[CH2:9][CH:8]([C:5]3[CH:4]=[CH:3][C:2]([Br:1])=[CH:7][CH:6]=3)[N:12]([C:13]3[CH:18]=[CH:17][C:16]([Cl:19])=[CH:15][C:14]=3[Cl:20])[N:11]=2)=[O:22])[CH2:30][CH2:29][CH2:28][CH2:27][CH2:26][CH2:25]1. Procedure details: This compound was obtained following the same method described in Example 1 starting from 5-(4-bromophenyl)-1-(2,4-dichlorophenyl)-4,5-dihydro-pyrazole-3-carboxylic acid chloride and azepan-1-amine. The reactants are CC(C)(C)[Si](C)(C)OCCCBr, COc1ccc2cc[nH]c2c1, [H-], [Na+], CN(C)C=O. Product: COc1ccc2ccn(CCCO[Si](C)(C)C(C)(C)C)c2c1. RXN SMILES: [Br:12][CH2:13][CH2:14][CH2:15][O:16][Si:17]([CH3:18])([CH3:19])[C:20]([CH3:21])([CH3:22])[CH3:23].[CH3:1][O:2][c:3]1[cH:4][cH:5][c:6]2[cH:7][cH:8][nH:9][c:10]2[cH:11]1.[H-:25].[Na+:24].[O:26]=[CH:27][N:28]([CH3:29])[CH3:30]>>[CH3:1][O:2][c:3]1[cH:4][cH:5][c:6]2[cH:7][cH:8][n:9]([CH2:13][CH2:14][CH2:15][O:16][Si:17]([CH3:18])([CH3:19])[C:20]([CH3:21])([CH3:22])[CH3:23])[c:10]2[cH:11]1. Starting materials: S1C(=CC=C1)C(=O)N (2-thiophenecarboxamide), ClCC(=O)CCl (1,3-dichloroacetone), C([O-])([O-])=O.[K+].[K+] (potassium carbonate). The solvent is O (water). Run at temperature 120 celsius, time 2 hour. Product: ClCC=1N=C(OC1)C=1SC=CC1 (4-chloromethyl-2-(2-thienyl)oxazole). Isolated yield 51.2%. Reaction SMILES: [S:1]1[CH:5]=[CH:4][CH:3]=[C:2]1[C:6]([NH2:8])=[O:7].[Cl:9][CH2:10][C:11]([CH2:13]Cl)=O.C(=O)([O-])[O-].[K+].[K+]>O>[Cl:9][CH2:10][C:11]1[N:8]=[C:6]([C:2]2[S:1][CH:5]=[CH:4][CH:3]=2)[O:7][CH:13]=1 |f:2.3.4|. Reported procedure: A mixture of 2-thiophenecarboxamide (5.09 g) and 1,3-dichloroacetone (457 g) was stirred at 120° C. for 2 hours. The reaction mixture was poured into water, nautralized with potassium carbonate, and then extracted with ethyl acetate. The ethyl acetate layer was washed with water, dried (MgSO4), and concentrated under reduced pressure. The residue was subjected to a silica gel column chromatography. From the fraction eluted with diethyl ether-hexane (1:9, v/v), 4-chloromethyl-2-(2-thienyl)oxazole... The reactants are COc1cc(N2CCC(O)CC2)ccc1[N+](=O)[O-], ClCCl, [Na+], [Na+], [Na+], O=S([O-])([O-])=S, O=C([O-])O. The product is COc1cc(N2CCC(=O)CC2)ccc1[N+](=O)[O-]. RXN SMILES: [CH3:1][O:2][c:3]1[cH:4][c:5]([N:12]2[CH2:13][CH2:14][CH:15]([OH:18])[CH2:16][CH2:17]2)[cH:6][cH:7][c:8]1[N+:9](=[O:10])[O-:11].[Cl:31][CH2:32][Cl:33].[Na+:19].[Na+:20].[Na+:30].[O-:21][S:22]([O-:23])(=[S:24])=[O:25].[O-:26][C:27]([OH:28])=[O:29]>>[CH3:1][O:2][c:3]1[cH:4][c:5]([N:12]2[CH2:13][CH2:14][C:15](=[O:18])[CH2:16][CH2:17]2)[cH:6][cH:7][c:8]1[N+:9](=[O:10])[O-:11].